From a dataset of the Open Reaction Database (ORD), a public repository of structured organic reaction records. describe an organic reaction: reactants, conditions, products, and yield The reactants are [N+](=O)([O-])C1=C(OC(C(=O)Cl)C)C=C(C=C1)OC1=CC=C(C=C1)C(F)(F)F (2-[2-nitro-5-(4-trifluoromethylphenoxy)phenoxy]propionyl chloride), ClC1OC(OC1)CN (N-(4-Chloro-1,3-dioxolan-2-ylmethyl)amine). Run in C(Cl)Cl (methylene chloride), C(Cl)Cl (methylene chloride). Reaction conditions: temperature -15 celsius. Product: ClC1OC(OC1)CNC(C(C)OC1=C(C=CC(=C1)OC1=CC=C(C=C1)C(F)(F)F)[N+](=O)[O-])=O (N-(4-chloro-1,3-dioxolan-2-ylmethyl)-2-[2-nitro-5-(4-trifluoromethylphenoxy)phenoxy]propionamide). RXN SMILES: [Cl:1][CH:2]1[CH2:6][O:5][CH:4]([CH2:7][NH2:8])[O:3]1.[N+:9]([C:12]1[CH:23]=[CH:22][C:21]([O:24][C:25]2[CH:30]=[CH:29][C:28]([C:31]([F:34])([F:33])[F:32])=[CH:27][CH:26]=2)=[CH:20][C:13]=1[O:14][CH:15]([CH3:19])[C:16](Cl)=[O:17])([O-:11])=[O:10]>C(Cl)Cl>[Cl:1][CH:2]1[CH2:6][O:5][CH:4]([CH2:7][NH:8][C:16](=[O:17])[CH:15]([O:14][C:13]2[CH:20]=[C:21]([O:24][C:25]3[CH:26]=[CH:27][C:28]([C:31]([F:33])([F:34])[F:32])=[CH:29][CH:30]=3)[CH:22]=[CH:23][C:12]=2[N+:9]([O-:11])=[O:10])[CH3:19])[O:3]1. Procedure details: N-(4-Chloro-1,3-dioxolan-2-ylmethyl)amine (0.015 mole) triethylamine (5 ml) and methylene chloride (50 ml) are charged into a glass reaction vessel equipped with a mechanical stirrer, thermometer and addition funnel. The reaction mixture is cooled to about -15° C. and a solution of 2-[2-nitro-5-(4-trifluoromethylphenoxy)phenoxy]propionyl chloride (0.01 mole) in methylene chloride (50 ml) is added dropwise with stirring. After the addition is completed the reaction mixture is allowed to warm to r... The reactants are BrC=1C=C2C=CN(C2=C(C1)CO)C ((5-Bromo-1-methyl-1H-indol-7-yl)-methanol). The reagents and catalysts are O=[Mn]=O (MnO2). Run in CC(=O)C (acetone). Run at time 3 hour. The product is BrC=1C=C2C=CN(C2=C(C1)C=O)C (5-Bromo-1-methyl-1H-indole-7-carbaldehyde). Yield: 80.8%. Reaction SMILES: [Br:1][C:2]1[CH:3]=[C:4]2[C:8](=[C:9]([CH2:11][OH:12])[CH:10]=1)[N:7]([CH3:13])[CH:6]=[CH:5]2>CC(C)=O.O=[Mn]=O>[Br:1][C:2]1[CH:3]=[C:4]2[C:8](=[C:9]([CH:11]=[O:12])[CH:10]=1)[N:7]([CH3:13])[CH:6]=[CH:5]2. Procedure: To a solution of (5-Bromo-1-methyl-1H-indol-7-yl)-methanol (220 mg, 0.92 mmol) in acetone (20 mL) was added MnO2 (239 mg, 2.7 mmol) at room temperature. The mixture was stirred at the same temperature for 3 hours. The solution was filtered and the filtrate was concentrated. The residue was purified by CombiFlash with 20% EtOAc in Hexane as the eluent to afford the desirable product 5-Bromo-1-methyl-1H-indole-7-carbaldehyde (177 mg, 81%) as a white solid. Starting materials: ClCC=1C=CC2=C(N(C3=C(S2)N=CC=N3)COC)C1 (8-chloromethyl-10-methoxymethyl-10H-pyrazino[2,3-b][1,4]benzothiazine), CO (methanol), S(=O)([O-])[O-].[Na+].[Na+] (sodium sulfite). Solvent: C(C)O (ethanol), O (water). Reaction conditions: temperature 90 celsius. Product: COCN1C2=C(SC3=C1C=C(C=C3)CS(=O)(=O)[O-])N=CC=N2.[Na+] (Sodium(10-methoxymethyl-10H-pyrazino[2,3-b][1,4]benzothiazin-8-yl)methanesulfonate). The yield is 58.7%. RXN SMILES: Cl[CH2:2][C:3]1[CH:4]=[CH:5][C:6]2[S:11][C:10]3[N:12]=[CH:13][CH:14]=[N:15][C:9]=3[N:8]([CH2:16][O:17][CH3:18])[C:7]=2[CH:19]=1.CO.[S:22]([O-:25])([O-:24])=[O:23].[Na+:26].[Na+]>O.C(O)C>[CH3:18][O:17][CH2:16][N:8]1[C:7]2[CH:19]=[C:3]([CH2:2][S:22]([O-:25])(=[O:24])=[O:23])[CH:4]=[CH:5][C:6]=2[S:11][C:10]2[N:12]=[CH:13][CH:14]=[N:15][C:9]1=2.[Na+:26] |f:2.3.4,7.8|. Procedure: To a solution of 900 mg of 8-chloromethyl-10-methoxymethyl-10H-pyrazino[2,3-b][1,4]benzothiazine in a mixture of water (8 ml)/methanol (4 ml) was added 0.8 g of sodium sulfite and the resulting mixture was heated to 90° C. for 2 hours. Then the reaction mixture was brought back to room temperature and diluted with ethanol. After filtering off the inorganic salt, silica gel was added to the filtrate. After distilling off the solvent under reduced pressure, the residue was purified by silica gel c... Starting materials: Cl.NC1=C2C(=NC=N1)N(N=C2I)C(C)C=2OC(C1=CC=CC=C1C2C=2CCNCC2)=O (3-(1-(4-amino-3-iodo-1H-pyrazolo[3,4-d]pyrimidin-1-yl)ethyl)-4-(1,2,3,6-tetrahydropyridin-4-yl)-1H-isochromen-1-one hydrochloride), C(C)(C)N1CCC(CC1)=O (1-isopropylpiperidin-4-one), CCN(C(C)C)C(C)C (DIPEA), S(=O)(=O)([O-])[O-].[Na+].[Na+] (sodium sulfate), C(C)(=O)O (Acetic acid), C(C)(=O)O[BH-](OC(C)=O)OC(C)=O.[Na+] (sodium triacetoxyborohydride). The solvent is C(=O)O (HCOOH), O.CC#N (water MeCN), C(=O)O (HCOOH), O.CC#N (water MeCN), C(Cl)Cl (DCM). Reaction conditions: time 3 hour. Yields the product C(=O)O.NC1=C2C(=NC=N1)N(N=C2I)C(C)C=2OC(C1=CC=CC=C1C2C=2CCN(CC2)C2CCN(CC2)C(C)C)=O (3-(1-(4-amino-3-iodo-1H-pyrazolo[3,4-d]pyrimidin-1-yl)ethyl)-4-(1-(1-isopropylpiperidin-4-yl)-1,2,3,6-tetrahydropyridin-4-yl)-1H-isochromen-1-one formate). Isolated yield 160.4%. Reaction SMILES: Cl.[NH2:2][C:3]1[N:8]=[CH:7][N:6]=[C:5]2[N:9]([CH:13]([C:15]3[O:16][C:17](=[O:31])[C:18]4[C:23]([C:24]=3[C:25]3[CH2:26][CH2:27][NH:28][CH2:29][CH:30]=3)=[CH:22][CH:21]=[CH:20][CH:19]=4)[CH3:14])[N:10]=[C:11]([I:12])[C:4]=12.[CH:32]([N:35]1[CH2:40][CH2:39][C:38](=O)[CH2:37][CH2:36]1)([CH3:34])[CH3:33].CCN(C(C)C)C(C)C.S([O-])([O-])(=O)=O.[Na+].[Na+].C(O)(=O)C.C(O[BH-](OC(=O)C)OC(=O)C)(=O)C.[Na+]>C(Cl)Cl.C(O)=O.O.CC#N>[CH:17]([OH:31])=[O:16].[NH2:2][C:3]1[N:8]=[CH:7][N:6]=[C:5]2[N:9]([CH:13]([C:15]3[O:16][C:17](=[O:31])[C:18]4[C:23]([C:24]=3[C:25]3[CH2:26][CH2:27][N:28]([CH:38]5[CH2:39][CH2:40][N:35]([CH:32]([CH3:34])[CH3:33])[CH2:36][CH2:37]5)[CH2:29][CH:30]=3)=[CH:22][CH:21]=[CH:20][CH:19]=4)[CH3:14])[N:10]=[C:11]([I:12])[C:4]=12 |f:0.1,4.5.6,8.9,12.13,14.15|. Reported procedure: A mixture of 3-(1-(4-amino-3-iodo-1H-pyrazolo[3,4-d]pyrimidin-1-yl)ethyl)-4-(1,2,3,6-tetrahydropyridin-4-yl)-1H-isochromen-1-one hydrochloride (Intermediate D23, 0.1 g, 0.182 mmol), 1-isopropylpiperidin-4-one (0.064 ml, 0.438 mmol), DIPEA (0.032 ml, 0.182 mmol) and a spatula of sodium sulfate in DCM (3 ml) was stirred at rt for 10 min. Acetic acid (0.061 mL, 1.09 mmol) was then added followed by sodium triacetoxyborohydride (154 mg, 0.726 mmol). The resulting suspension was stirred for 3 hrs at ... The reactants are BrCC=1C(=C(C(=CC1)Cl)OC=1C=C(C#N)C=C(C1)C(F)(F)F)F (3-{[3-(bromomethyl)-6-chloro-2-fluorophenyl]oxy}-5-(trifluoromethyl)benzonitrile), N (ammonia). The solvent is C(Cl)Cl (DCM). Conditions: time 8 hour. Product: NCC=1C(=C(C(=CC1)Cl)OC=1C=C(C#N)C=C(C1)C(F)(F)F)F (3-{[3-(aminomethyl)-6-chloro-2-fluorophenyl]oxy}-5-(trifluoromethyl)benzonitrile). Isolated yield 100.0%. Reaction SMILES: Br[CH2:2][C:3]1[C:4]([F:23])=[C:5]([O:10][C:11]2[CH:12]=[C:13]([CH:16]=[C:17]([C:19]([F:22])([F:21])[F:20])[CH:18]=2)[C:14]#[N:15])[C:6]([Cl:9])=[CH:7][CH:8]=1.[NH3:24]>C(Cl)Cl>[NH2:24][CH2:2][C:3]1[C:4]([F:23])=[C:5]([O:10][C:11]2[CH:12]=[C:13]([CH:16]=[C:17]([C:19]([F:22])([F:21])[F:20])[CH:18]=2)[C:14]#[N:15])[C:6]([Cl:9])=[CH:7][CH:8]=1. Procedure details: A solution of 3-{[3-(bromomethyl)-6-chloro-2-fluorophenyl]oxy}-5-(trifluoromethyl)benzonitrile (5.00 g, 12.24 mmol) in DCM (15 ml) was added dropwise to ammonia (7.0 M solution in MeOH) (69.9 ml, 490 mmol) and the mixture was stirred overnight at rt. The solvent was removed and the crude material was neutralized to give 3-{[3-(aminomethyl)-6-chloro-2-fluorophenyl]oxy}-5-(trifluoromethyl)benzonitrile (4.22 g, 12.24 mmol, 100% yield) as a tan solid. 1H NMR (400 MHz, DMSO-d6) δ ppm 8.24 (d, 2H), 8....